This data is from the Open Reaction Database (ORD), a public repository of structured organic reaction records. The task is: describe an organic reaction: reactants, conditions, products, and yield Reactants: ClC=1C=C(C(=O)OC)C=CN1 (methyl 2-chloroisonicotinate), CC1(CC1)C(=O)N (1-methylcyclopropanecarboxamide), Carboxylic acid-4. Product: CC1(CC1)C(=O)NC=1C=C(C(=O)OC)C=CN1 (methyl 2-(1-methylcyclopropanecarboxamido)isonicotinate). Isolated yield 86.0%. As a reaction SMILES: Cl[C:2]1[CH:3]=[C:4]([CH:9]=[CH:10][N:11]=1)[C:5]([O:7][CH3:8])=[O:6].[CH3:12][C:13]1([C:16]([NH2:18])=[O:17])[CH2:15][CH2:14]1>>[CH3:12][C:13]1([C:16]([NH:18][C:2]2[CH:3]=[C:4]([CH:9]=[CH:10][N:11]=2)[C:5]([O:7][CH3:8])=[O:6])=[O:17])[CH2:15][CH2:14]1. Reported procedure: The title compound is prepared in 86% yield (0.30 g, a white solid) from methyl 2-chloroisonicotinate (0.25 g, 1.46 mmol) and 1-methylcyclopropanecarboxamide by the similar manner in Step-1 of Carboxylic acid-4. The reactants are C12(C(CCC(C1(C)C)C2)(C)O)O ((+)-Pinanediol), COCCCB([O-])[O-] (3-methoxy-propane-1-boronate). Run in C1CCOC1 (THF). Run at time 1 hour. Yields the product C12(C(CCC(C1(C)C)C2)(C)O)O.COCCCB([O-])[O-] ((+)-pinanediol 3-methoxy-propane-1-boronate). Reaction SMILES: [C:1]12([OH:12])[CH2:9][CH:5]([C:6]1([CH3:8])[CH3:7])[CH2:4][CH2:3][C:2]2([OH:11])[CH3:10].[CH3:13][O:14][CH2:15][CH2:16][CH2:17][B:18]([O-:20])[O-:19]>C1COCC1>[C:1]12([OH:12])[CH2:9][CH:5]([C:6]1([CH3:8])[CH3:7])[CH2:4][CH2:3][C:2]2([OH:11])[CH3:10].[CH3:13][O:14][CH2:15][CH2:16][CH2:17][B:18]([O-:20])[O-:19] |f:3.4|. Reported procedure: 3-Methoxy-1-propene (6.0 g, 83.3 mMol) is reacted with catecholborane (10.0 g, 83.3 mMol) at 100° C. over 24 hr. The crude product is distilled in vacuo to give 3-methoxy-propane-1-boronate as a colourless oil. (+)-Pinanediol(10.6 g, 62.5 g mMol) is dissolved in THF and the above synthesized 3-methoxy-propane-1-boronate (12.0 g, 62.5 mMol) is added. After 1 hr at room temperature, the THF is removed in vacuo and the residue is purified by flash chromatography (80:20 hexane/EtOAc) to give (+)-pin... Reactants: CN, ClCCl, O=C(O)c1ccc(S(=O)(=O)Cl)cc1. Product: CNS(=O)(=O)c1ccc(C(=O)O)cc1. As a reaction SMILES: [CH3:14][NH2:15].[Cl:16][CH2:17][Cl:18].[Cl:1][S:2](=[O:3])(=[O:4])[c:5]1[cH:6][cH:7][c:8]([C:9](=[O:10])[OH:11])[cH:12][cH:13]1>>[S:2](=[O:3])(=[O:4])([c:5]1[cH:6][cH:7][c:8]([C:9](=[O:10])[OH:11])[cH:12][cH:13]1)[NH:15][CH3:14]. Reactants: CCC(CC)c1cc(C)nn2c(-c3sc4ccc(F)cc4c3C)c(C)nc12, CN(C)CCO, CS(C)=O, CCOC(C)=O, [K+], [OH-], O. Yields the product CCC(CC)c1cc(C)nn2c(-c3sc4ccc(O)cc4c3C)c(C)nc12. RXN SMILES: [CH2:1]([CH3:2])[CH:3]([CH2:4][CH3:5])[c:6]1[c:7]2[n:8]([n:9][c:10]([CH3:12])[cH:11]1)[c:13](-[c:17]1[c:18]([CH3:27])[c:19]3[c:20]([s:21]1)[cH:22][cH:23][c:24]([F:26])[cH:25]3)[c:14]([CH3:16])[n:15]2.[CH3:30][N:31]([CH2:32][CH2:33][OH:35])[CH3:34].[CH3:36][S:37]([CH3:38])=[O:39].[CH3:40][CH2:41][O:42][C:43](=[O:44])[CH3:45].[K+:29].[OH-:28].[OH2:46]>>[CH2:1]([CH3:2])[CH:3]([CH2:4][CH3:5])[c:6]1[c:7]2[n:8]([n:9][c:10]([CH3:12])[cH:11]1)[c:13](-[c:17]1[c:18]([CH3:27])[c:19]3[c:20]([s:21]1)[cH:22][cH:23][c:24]([OH:35])[cH:25]3)[c:14]([CH3:16])[n:15]2. Starting materials: C(C1=CC=CC=C1)OC1OC2=C(NC1=O)C=CC=C2C(C(O)OCC)=O (benzyloxy-8-(2-ethoxy-2-hydroxyacetyl)-4H-benzo[1,4]oxazin-3-one), FC1=C(C=CC(=C1)F)CC(C)(C)N (2-(2,4-difluorophenyl)-1,1-dimethylethylamine), Cl (hydrochloride). Product: C(C1=CC=CC=C1)OC=1C=C(C2=C(NC(CO2)=O)C1)C(CNC(CC1=C(C=C(C=C1)F)F)(C)C)O (6-benzyloxy-8-{2-[2-(2,4-difluorophenyl)-1,1-dimethylethylamino]-1-hydroxyethyl}-4H-benzo[1,4]oxazin-3-one). Reaction SMILES: C(O[CH:9]1[C:14](=[O:15])[NH:13][C:12]2[CH:16]=[CH:17][CH:18]=[C:19]([C:20](=[O:26])[CH:21](OCC)O)[C:11]=2[O:10]1)C1C=CC=CC=1.[F:27][C:28]1[CH:33]=[C:32]([F:34])[CH:31]=[CH:30][C:29]=1[CH2:35][C:36]([NH2:39])([CH3:38])[CH3:37].Cl>>[CH2:20]([O:26][C:17]1[CH:18]=[C:19]([CH:20]([OH:26])[CH2:21][NH:39][C:36]([CH3:37])([CH3:38])[CH2:35][C:29]2[CH:30]=[CH:31][C:32]([F:34])=[CH:33][C:28]=2[F:27])[C:11]2[O:10][CH2:9][C:14](=[O:15])[NH:13][C:12]=2[CH:16]=1)[C:19]1[CH:11]=[CH:12][CH:16]=[CH:17][CH:18]=1. Procedure: Reaction of 0.89 g (2.49 mmol) of benzyloxy-8-(2-ethoxy-2-hydroxyacetyl)-4H-benzo[1,4]oxazin-3-one and 0.40 g (2.16 mmol) of 2-(2,4-difluorophenyl)-1,1-dimethylethylamine in the manner described for Example 8(d). Yield: 0.80 g (62%, hydrochloride); melting point 245° C.-247° C. Starting materials: CCOC(=O)c1ccccc1OCc1ccccc1, CCO, [Na+], [OH-], O. Product: O=C(O)c1ccccc1OCc1ccccc1. As a reaction SMILES: [CH2:1]([c:2]1[cH:3][cH:4][cH:5][cH:6][cH:7]1)[O:8][c:9]1[c:10]([C:11](=[O:12])[O:13][CH2:14][CH3:15])[cH:16][cH:17][cH:18][cH:19]1.[CH3:22][CH2:23][OH:24].[Na+:21].[OH-:20].[OH2:25]>>[CH2:1]([c:2]1[cH:3][cH:4][cH:5][cH:6][cH:7]1)[O:8][c:9]1[c:10]([C:11](=[O:12])[OH:13])[cH:16][cH:17][cH:18][cH:19]1.